This data is from the Open Reaction Database (ORD), a public repository of structured organic reaction records. The task is: describe an organic reaction: reactants, conditions, products, and yield Starting materials: FC(C1=C(CN2CCC(CC2)\C=C/2\C(=NC(S2)=O)NCCOCCO)C=CC(=C1)C(F)(F)F)(F)F ((5Z)-5-({1-[2,4-bis(trifluoromethyl)benzyl]piperidin-4-yl}methylidene)-4-{[2-(2-hydroxyethoxy)ethyl]amino}-1,3-thiazol-2(5H)-one), Cl.C(C)(=O)OCC (hydrogen chloride ethyl acetate). Run in COC(C)(C)C (tert-butyl methyl ether). Run at time 1 hour. Product: Cl.FC(C1=C(CN2CCC(CC2)\C=C/2\C(=NC(S2)=O)NCCOCCO)C=CC(=C1)C(F)(F)F)(F)F ((5Z)-5-({1-[2,4-bis(trifluoromethyl)benzyl]piperidin-4-yl}methylidene)-4-{[2-(2-hydroxyethoxy)ethyl]amino}-1,3-thiazol-2(5H)-one hydrochloride). As a reaction SMILES: [F:1][C:2]([F:35])([F:34])[C:3]1[CH:29]=[C:28]([C:30]([F:33])([F:32])[F:31])[CH:27]=[CH:26][C:4]=1[CH2:5][N:6]1[CH2:11][CH2:10][CH:9](/[CH:12]=[C:13]2/[C:14]([NH:19][CH2:20][CH2:21][O:22][CH2:23][CH2:24][OH:25])=[N:15][C:16](=[O:18])[S:17]/2)[CH2:8][CH2:7]1.[ClH:36].C(OCC)(=O)C>COC(C)(C)C>[ClH:36].[F:35][C:2]([F:1])([F:34])[C:3]1[CH:29]=[C:28]([C:30]([F:32])([F:33])[F:31])[CH:27]=[CH:26][C:4]=1[CH2:5][N:6]1[CH2:7][CH2:8][CH:9](/[CH:12]=[C:13]2/[C:14]([NH:19][CH2:20][CH2:21][O:22][CH2:23][CH2:24][OH:25])=[N:15][C:16](=[O:18])[S:17]/2)[CH2:10][CH2:11]1 |f:1.2,4.5|. Reported procedure: To a solution of (5Z)-5-({1-[2,4-bis(trifluoromethyl)benzyl]piperidin-4-yl}methylidene)-4-{[2-(2-hydroxyethoxy)ethyl]amino}-1,3-thiazol-2(5H)-one (7.86 g) in tert-butyl methyl ether (70 mL) was added dropwise a solution of 4N hydrogen chloride/ethyl acetate (3.74 mL), and the mixture was stirred at room temperature for 1 hr. The precipitate was collected by filtration, and the obtained solid was recrystallized from ethanol/heptane to give the title compound (5.63 g).